This data is from the Open Reaction Database (ORD), a public repository of structured organic reaction records. The task is: describe an organic reaction: reactants, conditions, products, and yield Starting materials: C(C)(C)[Si](S)(C(C)C)C(C)C (triisopropylsilanethiol), C1(=CC=CC=C1)P(C1=CC=CC=C1)C1=CC=CC=C1 (triphenylphosphine), C([O-])([O-])=O.[Cs+].[Cs+] (cesium carbonate), BrC=1C=NC=C(C1)C(F)(F)F (3-bromo-5-trifluoromethyl-pyridine). The reagents and catalysts are C(C)(=O)[O-].[Pd+2].C(C)(=O)[O-] (Palladium acetate). The solvent is C1(=CC=CC=C1)C (Toluene), hexanes. Run at temperature 100 celsius, time 8 hour. Yields the product FC(C=1C=NC=C(C1)S[Si](C(C)C)(C(C)C)C(C)C)(F)F (3-trifluoromethyl-5-triisopropylsilanylsulfanyl-pyridine). As a reaction SMILES: C1(P(C2C=CC=CC=2)C2C=CC=CC=2)C=CC=CC=1.C(=O)([O-])[O-].[Cs+].[Cs+].Br[C:27]1[CH:28]=[N:29][CH:30]=[C:31]([C:33]([F:36])([F:35])[F:34])[CH:32]=1.[CH:37]([Si:40]([CH:45]([CH3:47])[CH3:46])([CH:42]([CH3:44])[CH3:43])[SH:41])([CH3:39])[CH3:38]>C([O-])(=O)C.[Pd+2].C([O-])(=O)C.C1(C)C=CC=CC=1>[F:34][C:33]([F:36])([F:35])[C:31]1[CH:30]=[N:29][CH:28]=[C:27]([S:41][Si:40]([CH:42]([CH3:44])[CH3:43])([CH:45]([CH3:47])[CH3:46])[CH:37]([CH3:38])[CH3:39])[CH:32]=1 |f:1.2.3,6.7.8|. Procedure: Anhydrous toluene was sparged with argon gas for 1 h before being used. Palladium acetate (0.050 g, 0.22 mmol), triphenylphosphine (0.255 g, 0.973 mmol), cesium carbonate (1.87 g, 5.75 mmol) and 3-bromo-5-trifluoromethyl-pyridine (1.00 g, 4.42 mmol) were introduced into a 50 mL round bottom flask under argon. Toluene (10 mL) and triisopropylsilanethiol (1.23 mL, 5.75 mmol) were added. The reaction was stirred at 100° C. overnight, then cooled to room temperature and diluted with hexanes. The sus... Reactants: CO, CN1CCN(c2ccc(CN(CC(O)C(Cc3ccccc3)NC(=O)C(F)(F)F)NC(=O)OC(C)(C)C)cc2)CC1, [K+], [K+], O=C([O-])[O-]. Yields the product CN1CCN(c2ccc(CN(CC(O)C(N)Cc3ccccc3)NC(=O)OC(C)(C)C)cc2)CC1. Reaction SMILES: [CH3:48][OH:49].[CH3:7][N:8]1[CH2:9][CH2:10][N:11]([c:14]2[cH:15][cH:16][c:17]([CH2:20][N:21]([CH2:22][CH:23]([CH:24]([CH2:25][c:26]3[cH:27][cH:28][cH:29][cH:30][cH:31]3)[NH:32][C:33](=[O:34])[C:35]([F:36])([F:37])[F:38])[OH:39])[NH:40][C:41](=[O:42])[O:43][C:44]([CH3:45])([CH3:46])[CH3:47])[cH:18][cH:19]2)[CH2:12][CH2:13]1.[K+:1].[K+:2].[O-:3][C:4]([O-:5])=[O:6]>>[CH3:7][N:8]1[CH2:9][CH2:10][N:11]([c:14]2[cH:15][cH:16][c:17]([CH2:20][N:21]([CH2:22][CH:23]([CH:24]([CH2:25][c:26]3[cH:27][cH:28][cH:29][cH:30][cH:31]3)[NH2:32])[OH:39])[NH:40][C:41](=[O:42])[O:43][C:44]([CH3:45])([CH3:46])[CH3:47])[cH:18][cH:19]2)[CH2:12][CH2:13]1. Reactants: FC1=C(C(=O)NC2=CC=C(C=C2)C=2SC=CC2C)C(=CC=C1)F (2,6-difluoro-N-(4-(3-methylthiophen-2-yl)phenyl)benzamide), C1CC(=O)N(C1=O)Br (NBS), N1=CC(=CC=C1)B(O)O (Pyridin-3-ylboronic acid), C(=O)(O)[O-].[Na+] (NaHCO3). Reagents/catalysts: C1(=CC=CC=C1)P(C1=CC=CC=C1)(C1=CC=CC=C1)[Pd](P(C1=CC=CC=C1)(C1=CC=CC=C1)C1=CC=CC=C1)(Cl)Cl (bis(triphenylphosphino)palladium dichloride). Solvent: C1(=CC=CC=C1)C (toluene), C1CCOC1 (THF), O (water), CCO (EtOH). Conditions: time 2 hour. The product is FC1=C(C(=O)NC2=CC=C(C=C2)C=2SC(=CC2C)C=2C=NC=CC2)C(=CC=C1)F (2,6-difluoro-N-(4-(3-methyl-5-(pyridin-3-yl)thiophen-2-yl)phenyl)benzamide). As a reaction SMILES: [F:1][C:2]1[CH:22]=[CH:21][CH:20]=[C:19]([F:23])[C:3]=1[C:4]([NH:6][C:7]1[CH:12]=[CH:11][C:10]([C:13]2[S:14][CH:15]=[CH:16][C:17]=2[CH3:18])=[CH:9][CH:8]=1)=[O:5].C1C(=O)N(Br)C(=O)C1.[N:32]1[CH:37]=[CH:36][CH:35]=[C:34](B(O)O)[CH:33]=1.C([O-])(O)=O.[Na+]>C1COCC1.C1(P([Pd](Cl)(Cl)P(C2C=CC=CC=2)(C2C=CC=CC=2)C2C=CC=CC=2)(C2C=CC=CC=2)C2C=CC=CC=2)C=CC=CC=1.O.C1(C)C=CC=CC=1.CCO>[F:1][C:2]1[CH:22]=[CH:21][CH:20]=[C:19]([F:23])[C:3]=1[C:4]([NH:6][C:7]1[CH:8]=[CH:9][C:10]([C:13]2[S:14][C:15]([C:34]3[CH:33]=[N:32][CH:37]=[CH:36][CH:35]=3)=[CH:16][C:17]=2[CH3:18])=[CH:11][CH:12]=1)=[O:5] |f:3.4|. Procedure: To a solution of 2,6-difluoro-N-(4-(3-methylthiophen-2-yl)phenyl)benzamide (A, 1.3 mmol) in THF (5 mL) was added NBS (1.5 mmol) and solution was stirred at rt for 2 h. Pyridin-3-ylboronic acid (1.5 mmol), bis(triphenylphosphino)palladium dichloride (0.05 mmol) and NaHCO3 (3 mmol) was added followed by EtOH (2 mL), toluene (5 mL) and water (5 mL). The mixture was heated at 110° C. for 1 h. The organic layer was separated, concentrated and purified by flash chromatography to give 2,6-difluoro-N-(4... Starting materials: C(C1=CC=CC=C1)(=O)OC (methyl benzoate), C(#N)C1=NC(=CC=C1)C (2-cyano-6-methylpyridine), solution, C[Si](C)(C)[N-][Si](C)(C)C.[Li+] (lithium bis(trimethylsilyl)amide). Solvent: C1CCOC1 (THF), C1CCOC1 (THF), C1CCOC1 (THF). Conditions: time 8 hour. The product is C(#N)C1=CC=CC(=N1)CC(C1=CC=CC=C1)=O (6-cyano-2-(2-oxo-2-phenylethyl)-pyridine). Isolated yield 13.7%. RXN SMILES: [C:1]([C:3]1[CH:8]=[CH:7][CH:6]=[C:5]([CH3:9])[N:4]=1)#[N:2].C[Si]([N-][Si](C)(C)C)(C)C.[Li+].[C:20](OC)(=[O:27])[C:21]1[CH:26]=[CH:25][CH:24]=[CH:23][CH:22]=1>C1COCC1>[C:1]([C:3]1[N:4]=[C:5]([CH2:9][C:20](=[O:27])[C:21]2[CH:26]=[CH:25][CH:24]=[CH:23][CH:22]=2)[CH:6]=[CH:7][CH:8]=1)#[N:2] |f:1.2|. Reported procedure: To a solution of 2-cyano-6-methylpyridine (9.7 g, 0.082 mol) in 400 ml of dry THF at -78° C. was added dropwise 90 ml of a 1M solution of lithium bis(trimethylsilyl)amide in THF. After stirring for 30 minutes a solution of methyl benzoate (30 ml, 0.245 mol) in 50 ml of THF was added dropwise. The resulting mixture was allowed to warm to room temperature and stirred overnight. The mixture was cooled to 0° C., quenched with 1N HCl, made basic with 15% NaOH solution, and extracted with ethyl acetat... Reported procedure: denotes a solid diglycidyl ether of 2,2-bis(p-hydroxyphenyl)-propane which had been advanced with 2,2-bis(3,5-dibromo-4-hydroxyphenyl)propane, of epoxide content 2.1 equiv./kg. Yields the product C=CC1=CC=CC=C1.C=CC1=CC=C(C=C1)C=C.C1C(O1)COCC2=CC=CC=C2 (EPOXIDE RESIN). Reactants: CC(C)(C1=CC=C(C=C1)OCC2CO2)C3=CC=C(C=C3)OCC4CO4 (diglycidyl ether of 2,2-bis(p-hydroxyphenyl)-propane), BrC=1C=C(C=C(C1O)Br)C(C)(C)C1=CC(=C(C(=C1)Br)O)Br (2,2-bis(3,5-dibromo-4-hydroxyphenyl)propane), epoxide. RXN SMILES: [CH3:1][C:2]([C:15]1[CH:20]=[CH:19][C:18]([O:21][CH2:22][CH:23]2[O:25][CH2:24]2)=[CH:17][CH:16]=1)([C:4]1[CH:9]=[CH:8][C:7](OCC2OC2)=[CH:6][CH:5]=1)C.Br[C:27]1C=C(C(C2C=C(Br)C(O)=C(Br)C=2)(C)C)C=C(Br)[C:32]=1O>>[CH2:1]=[CH:2][C:4]1[CH:9]=[CH:8][CH:7]=[CH:6][CH:5]=1.[CH2:27]=[CH:32][C:18]1[CH:17]=[CH:16][C:15]([CH:2]=[CH2:4])=[CH:20][CH:19]=1.[CH2:24]1[O:25][CH:23]1[CH2:22][O:21][CH2:18][C:19]1[CH:9]=[CH:4][CH:2]=[CH:15][CH:20]=1 |f:2.3.4|. The reactants are C(C1=CC=CC=C1)OC(N[C@@H](CC=1N=CN(C1)C(C1=CC=CC=C1)(C1=CC=CC=C1)C1=CC=CC=C1)C(N(CC(NCC1(CCC1)C1=CC=CC=C1)=O)CC1=CC=C(C=C1)OCC1=CC=CC=C1)=O)=O ((S)-[1-((4-Benzyloxy-benzyl)-{[(1-phenyl-cyclobutylmethyl)-carbamoyl]-methyl}-carbamoyl)-2-(1-trityl-1H-imidazol-4-yl)-ethyl]-carbamic Acid benzyl Ester), C(=O)(C(F)(F)F)O (TFA). Run in C(Cl)Cl (DCM). Conditions: time 2 hour. Yields the product C(C1=CC=CC=C1)OC(N[C@@H](CC=1N=CNC1)C(N(CC(NCC1(CCC1)C1=CC=CC=C1)=O)CC1=CC=C(C=C1)OCC1=CC=CC=C1)=O)=O ((S)-[1-((4-Benzyloxy-benzyl)-{[(1-phenyl-cyclobutylmethyl)-carbamoyl]-methyl}-carbamoyl)-2-(1-H-imidazol-4-yl)-ethyl]-carbamic Acid benzyl Ester). Isolated yield 50.0%. Reaction SMILES: [CH2:1]([O:8][C:9](=[O:70])[NH:10][C@H:11]([C:37](=[O:69])[N:38]([CH2:54][C:55]1[CH:60]=[CH:59][C:58]([O:61][CH2:62][C:63]2[CH:68]=[CH:67][CH:66]=[CH:65][CH:64]=2)=[CH:57][CH:56]=1)[CH2:39][C:40](=[O:53])[NH:41][CH2:42][C:43]1([C:47]2[CH:52]=[CH:51][CH:50]=[CH:49][CH:48]=2)[CH2:46][CH2:45][CH2:44]1)[CH2:12][C:13]1[N:14]=[CH:15][N:16](C(C2C=CC=CC=2)(C2C=CC=CC=2)C2C=CC=CC=2)[CH:17]=1)[C:2]1[CH:7]=[CH:6][CH:5]=[CH:4][CH:3]=1.C(O)(C(F)(F)F)=O>C(Cl)Cl>[CH2:1]([O:8][C:9](=[O:70])[NH:10][C@H:11]([C:37](=[O:69])[N:38]([CH2:54][C:55]1[CH:56]=[CH:57][C:58]([O:61][CH2:62][C:63]2[CH:68]=[CH:67][CH:66]=[CH:65][CH:64]=2)=[CH:59][CH:60]=1)[CH2:39][C:40](=[O:53])[NH:41][CH2:42][C:43]1([C:47]2[CH:48]=[CH:49][CH:50]=[CH:51][CH:52]=2)[CH2:46][CH2:45][CH2:44]1)[CH2:12][C:13]1[N:14]=[CH:15][NH:16][CH:17]=1)[C:2]1[CH:7]=[CH:6][CH:5]=[CH:4][CH:3]=1. Reported procedure: To a solution of the trityl compound from Step 4 above (0.49 g) in DCM (10 mL) was added TFA (10 mL). The solution was stirred at room temperature for 2 hours and then concentrated. The residue was dissolved in DCM and washed with saturated aqueous NaHCO3. The aqueous layer was extracted with DCM (2×50 mL). The combined organic extracts were dried over MgSO4 and concentrated. Flash chromatography (10% MeOH in DCM) gave 0.22 g (50% yield over two steps) of the title compound as a white foam. The reactants are C1(CC1)SC1=C(C=C(C=C1)[N+](=O)[O-])C(C=C)N[S@@](=O)C(C)(C)C ((S)—N-(1-(2-(Cyclopropylthio)-5-nitrophenyl)allyl)-2-methylpropane-2-sulfinamide), C[Si](C)(C)[N-][Si](C)(C)C.[Li+] (lithium bis(trimethylsilyl)amide), C(C=C)Br (allyl bromide). The solvent is CN(C)C=O (DMF). Run at temperature -20 celsius, time 20 minute. Yields the product C(C=C)N([S@@](=O)C(C)(C)C)C(C=C)C1=C(C=CC(=C1)[N+](=O)[O-])SC1CC1 ((S)—N-Allyl-N-(1-(2-(cyclopropylthio)-5-nitrophenyl)allyl)-2-methylpropane-2-sulfinamide). Isolated yield 80.2%. Reaction SMILES: [CH:1]1([S:4][C:5]2[CH:10]=[CH:9][C:8]([N+:11]([O-:13])=[O:12])=[CH:7][C:6]=2[CH:14]([NH:17][S@:18]([C:20]([CH3:23])([CH3:22])[CH3:21])=[O:19])[CH:15]=[CH2:16])[CH2:3][CH2:2]1.C[Si]([N-][Si](C)(C)C)(C)C.[Li+].[CH2:34](Br)[CH:35]=[CH2:36]>CN(C=O)C>[CH2:36]([N:17]([CH:14]([C:6]1[CH:7]=[C:8]([N+:11]([O-:13])=[O:12])[CH:9]=[CH:10][C:5]=1[S:4][CH:1]1[CH2:3][CH2:2]1)[CH:15]=[CH2:16])[S@:18]([C:20]([CH3:23])([CH3:22])[CH3:21])=[O:19])[CH:35]=[CH2:34] |f:1.2|. Reported procedure: To 85B (2.46 g, 6.95 mmol) in DMF (20 mL) at −20° C. was added lithium bis(trimethylsilyl)amide (1.0 M in THF, 12.2 mL, 12.2 mmol) dropwise. The mixture was stirred at −20° C. for 20 min followed by addition of allyl bromide (3.0 mL, 34.8 mmol). After 1.0 h stirring at −20° C., the reaction was quenched with sat. NH4Cl and warmed to rt. It was extracted with EtOAc (3×50 mL), the organic layer was washed with brine and dried over Na2SO4. After removal of solvent, the crude was purified by silica ... Starting materials: NC=1C=CC2=C(N(C(=N2)CCCC)CC2=CC=C(C=C2)C=2C(=CC=CC2)C(=O)O)C1 (4'-[(6-amino-2-n-butyl-benzimidazol-1-yl)-methyl]biphenyl-2-carboxylic acid), [C@@H]12[C@@H](CCCC1)C(=O)OC2=O (cis-cyclohexan-1,2-dicarboxylic acid anhydride). Run in C(Cl)Cl (methylene chloride). Reaction conditions: time 5 hour. The product is C(CCC)C1=NC2=C(N1CC1=CC=C(C=C1)C=1C(=CC=CC1)C(=O)O)C=C(C=C2)NC(=O)C2C(CCCC2)C(=O)O (4'-[(2-n-Butyl-6-(2-carboxy-cyclohexylcarbonylamino)-benzimidazol-1-yl)-methyl]biphenyl-2-carboxylic Acid). Reaction SMILES: [NH2:1][C:2]1[CH:3]=[CH:4][C:5]2[N:9]=[C:8]([CH2:10][CH2:11][CH2:12][CH3:13])[N:7]([CH2:14][C:15]3[CH:20]=[CH:19][C:18]([C:21]4[C:22]([C:27]([OH:29])=[O:28])=[CH:23][CH:24]=[CH:25][CH:26]=4)=[CH:17][CH:16]=3)[C:6]=2[CH:30]=1.[C@@H:31]12[C:40](=[O:41])[O:39][C:37](=[O:38])[C@@H:32]1[CH2:33][CH2:34][CH2:35][CH2:36]2>C(Cl)Cl>[CH2:10]([C:8]1[N:7]([CH2:14][C:15]2[CH:20]=[CH:19][C:18]([C:21]3[C:22]([C:27]([OH:29])=[O:28])=[CH:23][CH:24]=[CH:25][CH:26]=3)=[CH:17][CH:16]=2)[C:6]2[CH:30]=[C:2]([NH:1][C:40]([CH:31]3[CH2:36][CH2:35][CH2:34][CH2:33][CH:32]3[C:37]([OH:39])=[O:38])=[O:41])[CH:3]=[CH:4][C:5]=2[N:9]=1)[CH2:11][CH2:12][CH3:13]. Reported procedure: 0.6 g (1.5 mmol) of 4'-[(6-amino-2-n-butyl-benzimidazol-1-yl)-methyl]biphenyl-2-carboxylic acid are dissolved in 150 ml of methylene chloride with heating and cooled to ambient temperature. After the addition of 240 mg (1.55 mmol) of cis-cyclohexan-1,2-dicarboxylic acid anhydride the mixture is stirred for 5 hours at ambient temperature. The reaction product which crystallises out is suction filtered, washed with,methylene chloride and dried in a vacuum drying chamber at 50° C. Yield: 0.58 g (69...